The task is: describe an organic reaction: reactants, conditions, products, and yield. This data is from the Open Reaction Database (ORD), a public repository of structured organic reaction records. Reactants: COC1=CC=C(C=C1)S(=O)(=O)C1(CCN(CC1)CC1=CC=C(C=C1)C1=NC=CC=C1)C(=O)O (4-(4-methoxy-benzenesulfonyl)-1-(4pyridin-2-yl-benzyl)-piperidine-4-carboxylic acid), ONC(=O)C1CC(N(CC1)CC1=CC=C(C=C1)C1=NC=CC=C1)S(=O)(=O)C1=CC=C(C=C1)OC (4-methoxy-benzenesulfonyl-1-(4pyridin-2-yl-benzyl)-piperidine-4-carboxylic acid hydroxyamide). The product is ONC(=O)C1(CCN(CC1)CC1=CC=C(C=C1)C1=NC=CC=C1)S(=O)(=O)C1=CC=C(C=C1)OC (4-(4-methoxy-benzenesulfonyl)-1-(4-pyridin-2-yl-benzyl)-piperidine-4-carboxylic acid hydroxyamide). The yield is 33.0%. RXN SMILES: [CH3:1][O:2][C:3]1[CH:8]=[CH:7][C:6]([S:9]([C:12]2([C:31](O)=[O:32])[CH2:17][CH2:16][N:15]([CH2:18][C:19]3[CH:24]=[CH:23][C:22]([C:25]4[CH:30]=[CH:29][CH:28]=[CH:27][N:26]=4)=[CH:21][CH:20]=3)[CH2:14][CH2:13]2)(=[O:11])=[O:10])=[CH:5][CH:4]=1.[OH:34][NH:35]C(C1CCN(CC2C=CC(C3C=CC=CN=3)=CC=2)C(S(C2C=CC(OC)=CC=2)(=O)=O)C1)=O>>[OH:34][NH:35][C:31]([C:12]1([S:9]([C:6]2[CH:7]=[CH:8][C:3]([O:2][CH3:1])=[CH:4][CH:5]=2)(=[O:10])=[O:11])[CH2:17][CH2:16][N:15]([CH2:18][C:19]2[CH:20]=[CH:21][C:22]([C:25]3[CH:30]=[CH:29][CH:28]=[CH:27][N:26]=3)=[CH:23][CH:24]=2)[CH2:14][CH2:13]1)=[O:32]. Procedure: Starting from 4-(4-methoxy-benzenesulfonyl)-1-(4pyridin-2-yl-benzyl)-piperidine-4-carboxylic acid (1.32 g, 2.83 mmol) and following the procedure outlined in example 83, 480 mg of 4-(4-methoxy-benzenesulfonyl-1-(4pyridin-2-yl-benzyl)-piperidine-4-carboxylic acid hydroxyamide was isolated as a HCl salt, a white powder. Yield 33%; mp 214° C.; MS: 482.0 (M+H)+; 1H NMR (300 MHz, DMSO-d6): δ2.30 (m, 2H), 2.80 (m, 2H), 3.42 (d, J=12.5 Hz, 2H), 3.75 (m, 2H), 3.88 (s, 3H), 4.36 (s, 2H), 7.15 (d, J=8.9 H... Starting materials: CCOC(=O)c1cc(I)cnc1CBr, CCOC(=O)CNS(=O)(=O)c1ccc(C)cc1, CC[O-], CCO, [Na+], O. Product: CCOC(=O)CN(Cc1ncc(I)cc1C(=O)OCC)S(=O)(=O)c1ccc(C)cc1. Reaction SMILES: [Br:1][CH2:2][c:3]1[c:4]([C:5](=[O:6])[O:7][CH2:8][CH3:9])[cH:10][c:11]([I:14])[cH:12][n:13]1.[CH3:15][c:16]1[cH:17][cH:18][c:19]([S:22](=[O:23])(=[O:24])[NH:25][CH2:26][C:27](=[O:28])[O:29][CH2:30][CH3:31])[cH:20][cH:21]1.[CH3:33][CH2:34][O-:35].[CH3:37][CH2:38][OH:39].[Na+:32].[OH2:36]>>[CH2:2]([c:3]1[c:4]([C:5](=[O:6])[O:7][CH2:8][CH3:9])[cH:10][c:11]([I:14])[cH:12][n:13]1)[N:25]([S:22]([c:19]1[cH:18][cH:17][c:16]([CH3:15])[cH:21][cH:20]1)(=[O:23])=[O:24])[CH2:26][C:27](=[O:28])[O:29][CH2:30][CH3:31]. Starting materials: CN(S(=O)(=O)C=1C=C2CC(NC2=CC1)=O)C (2-Oxo-2,3-dihydro-1H-indole-5-sulfonic acid dimethylamide), C1(=CC=C2C=CC=CC=C12)C=O (azulene aldehyde), N1CCCC1 (pyrrolidine). Run in C(C)O (ethanol). The product is CN(S(=O)(=O)C=1C=C2C(C(NC2=CC1)=O)=CC1=CC=C2C=CC=CC=C12)C (3-Azulen-1-ylmethylene-2-oxo-2,3-dihydro-1H-indole-5-sulfonicacid dimethylamide). Yield: 6.9%. Reaction SMILES: [CH3:1][N:2]([CH3:16])[S:3]([C:6]1[CH:7]=[C:8]2[C:12](=[CH:13][CH:14]=1)[NH:11][C:10](=[O:15])[CH2:9]2)(=[O:5])=[O:4].[C:17]1([CH:27]=O)[C:26]2[C:20]([CH:21]=[CH:22][CH:23]=[CH:24][CH:25]=2)=[CH:19][CH:18]=1.N1CCCC1>C(O)C>[CH3:1][N:2]([CH3:16])[S:3]([C:6]1[CH:7]=[C:8]2[C:12](=[CH:13][CH:14]=1)[NH:11][C:10](=[O:15])[C:9]2=[CH:27][C:17]1[C:26]2[C:20]([CH:21]=[CH:22][CH:23]=[CH:24][CH:25]=2)=[CH:19][CH:18]=1)(=[O:5])=[O:4]. Procedure: 0.504 g 2-Oxo-2,3-dihydro-1H-indole-5-sulfonic acid dimethylamide (0.0021 mole) and 0.323 g azulene aldehyde (0.0021 mole) were dissolved in 30 mL dried ethanol. 1.5 mL pyrrolidine (1M) was then added and uniformly stirred at reflux temperature for two hours. After removal of dried ethanol, the results were extracted by dichloromethane and citric acid aqueous solution. The organic layer was collected, dried with anhydrous magnesium sulfate, filtered, concentrated under vacuum, and separated by s... The reactants are [N+](=O)([O-])C1=C(C=C(C=C1)Cl)C(F)(F)F (2-nitro-5-chlorobenzotrifluoride), C1(=CC=CC=C1)S (benzenethiol), C(C)O (ethanol), [OH-].[Na+] (sodium hydroxide). Solvent: O (water). The product is [N+](=O)([O-])C1=C(C=C(C=C1)SC1=CC=CC=C1)C(F)(F)F (2-Nitro-5-phenylthiobenzotrifluoride). Reaction SMILES: [N+:1]([C:4]1[CH:9]=[CH:8][C:7](Cl)=[CH:6][C:5]=1[C:11]([F:14])([F:13])[F:12])([O-:3])=[O:2].[C:15]1([SH:21])[CH:20]=[CH:19][CH:18]=[CH:17][CH:16]=1.C(O)C.[OH-].[Na+]>O>[N+:1]([C:4]1[CH:9]=[CH:8][C:7]([S:21][C:15]2[CH:20]=[CH:19][CH:18]=[CH:17][CH:16]=2)=[CH:6][C:5]=1[C:11]([F:14])([F:13])[F:12])([O-:3])=[O:2] |f:3.4|. Procedure details: A solution of 2-nitro-5-chlorobenzotrifluoride (33.8 g, 0.15 mole), benzenethiol (16.6 g, 0.15 mole) and ethanol (150 ml) is heated to its reflux temperature under nitrogen. To this solution is slowly added a solution of sodium hydroxide (6 g, 0.15 mole) and water (7 ml) at such a rate that refluxing continues with no external heating. the solution is then heated at its reflux temperature for an additional two hours, filtered hot and the filtrate cooled. The resulting precipitate is collected by... The reactants are N[C@@H](CCO)C(=O)O (L-homoserine), [Si](C)(C)(C(C)(C)C)Cl (tert-butyldimethylsilyl chloride), N12CCCCCC2=NCCC1 (1,8-diazabicyclo[5.4.0]undec-7-ene). Solvent: C(C)#N (acetonitrile). Conditions: time 16 hour. Product: [Si](C)(C)(C(C)(C)C)N[C@@H](CCO)C(=O)O (tert-Butyl(dimethyl)silyl-L-homoserine), solid. Yield: 92.0%. Reaction SMILES: [NH2:1][C@H:2]([C:6]([OH:8])=[O:7])[CH2:3][CH2:4][OH:5].N12CCCN=C1CCCCC2.[Si:20](Cl)([C:23]([CH3:26])([CH3:25])[CH3:24])([CH3:22])[CH3:21]>C(#N)C>[Si:20]([NH:1][C@H:2]([C:6]([OH:8])=[O:7])[CH2:3][CH2:4][OH:5])([C:23]([CH3:26])([CH3:25])[CH3:24])([CH3:22])[CH3:21]. Reported procedure: To a suspension of L-homoserine (1 g, 8.4 mmol) in acetonitrile (10 ml) at 0° C. was added 1,8-diazabicyclo[5.4.0]undec-7-ene (1.32 ml, 8.8 mmol, 1.05 eq). tert-butyldimethylsilyl chloride (1.33 g, 8.8 mmol, 1.05 eq) was then added portionwise over 5 minutes and the reaction mixture allowed to warm to room temperature and stirred for 16 hours. A white precipitate formed, which was filtered off and washed with acetonitrile before drying under reduced pressure. The title compound was isolated as a... The product is CCCCCCCCCCC(O)C(=O)OCCOC. Starting materials: COCCO, Cc1ccccc1, CCCCCCCCCCC(O)C(=O)O, Cc1ccc(S(=O)(=O)O)cc1. RXN SMILES: [CH3:16][O:17][CH2:18][CH2:19][OH:20].[CH3:32][c:33]1[cH:34][cH:35][cH:36][cH:37][cH:38]1.[OH:1][CH:2]([C:3](=[O:4])[OH:5])[CH2:6][CH2:7][CH2:8][CH2:9][CH2:10][CH2:11][CH2:12][CH2:13][CH2:14][CH3:15].[c:21]1([CH3:22])[cH:23][cH:24][c:25]([S:26]([OH:27])(=[O:28])=[O:29])[cH:30][cH:31]1>>[OH:1][CH:2]([C:3](=[O:4])[O:5][CH2:19][CH2:18][O:17][CH3:16])[CH2:6][CH2:7][CH2:8][CH2:9][CH2:10][CH2:11][CH2:12][CH2:13][CH2:14][CH3:15].